The task is: describe an organic reaction: reactants, conditions, products, and yield. This data is from the Open Reaction Database (ORD), a public repository of structured organic reaction records. Reactants: NC1=NC=C(C2=C1C(=CS2)C2=CC(=C(C=C2)F)Cl)Br (4-amino-7-bromo-3-(3-chloro-4-fluoro-phenyl)thieno[3,2-c]pyridine), CC1(OB(OC1(C)C)C=1C=C(C=CC1)S(=O)(=O)N)C (3-(4,4,5,5-tetramethyl-[1,3,2]dioxaborolan-2-yl)-benzenesulfonamide), C(=O)([O-])[O-].[Na+].[Na+] (Na2CO3), CN(C)C=O (DMF), resultant mixture. Reagents/catalysts: C=1C=CC(=CC1)[P](C=2C=CC=CC2)(C=3C=CC=CC3)[Pd]([P](C=4C=CC=CC4)(C=5C=CC=CC5)C=6C=CC=CC6)([P](C=7C=CC=CC7)(C=8C=CC=CC8)C=9C=CC=CC9)[P](C=1C=CC=CC1)(C=1C=CC=CC1)C=1C=CC=CC1 (Pd(PPh3)4). Run in COCCOC (DME). Reaction conditions: temperature 80 celsius, time 14 hour. Yields the product NC1=NC=C(C2=C1C(=CS2)C2=CC(=C(C=C2)F)Cl)C2=CC(=CC=C2)S(N)(=O)=O (4-Amino-3-(3-chloro-4-fluoro-phenyl)-7-(3-sulfamoylphenyl)thieno[3,2-c]pyridine). Isolated yield 20.2%. Reaction SMILES: [NH2:1][C:2]1[C:7]2[C:8]([C:11]3[CH:16]=[CH:15][C:14]([F:17])=[C:13]([Cl:18])[CH:12]=3)=[CH:9][S:10][C:6]=2[C:5](Br)=[CH:4][N:3]=1.CC1(C)C(C)(C)OB([C:28]2[CH:29]=[C:30]([S:34]([NH2:37])(=[O:36])=[O:35])[CH:31]=[CH:32][CH:33]=2)O1.C([O-])([O-])=O.[Na+].[Na+].CN(C=O)C>COCCOC.C1C=CC([P]([Pd]([P](C2C=CC=CC=2)(C2C=CC=CC=2)C2C=CC=CC=2)([P](C2C=CC=CC=2)(C2C=CC=CC=2)C2C=CC=CC=2)[P](C2C=CC=CC=2)(C2C=CC=CC=2)C2C=CC=CC=2)(C2C=CC=CC=2)C2C=CC=CC=2)=CC=1>[NH2:1][C:2]1[C:7]2[C:8]([C:11]3[CH:16]=[CH:15][C:14]([F:17])=[C:13]([Cl:18])[CH:12]=3)=[CH:9][S:10][C:6]=2[C:5]([C:28]2[CH:33]=[CH:32][CH:31]=[C:30]([S:34](=[O:36])(=[O:35])[NH2:37])[CH:29]=2)=[CH:4][N:3]=1 |f:2.3.4,^1:59,61,80,99|. Procedure: The mixture of 4-amino-7-bromo-3-(3-chloro-4-fluoro-phenyl)thieno[3,2-c]pyridine (40 mg, 0.112 mmol), Pd(PPh3)4 (19 mg, 10 mol %), 3-(4,4,5,5-tetramethyl-[1,3,2]dioxaborolan-2-yl)-benzenesulfonamide (36.8 mg, 0.224 mmol) and 2M Na2CO3 aqueous solution (0.28 ml, 0.56 mmol) in 2 ml of DME was stirred for 14 hours at 80° C. As starting material remained, same amount of reagents described above and DMF (2 ml) were added and stirred for 5 hours at 100° C. The resultant mixture was directly applied to...